From a dataset of the Open Reaction Database (ORD), a public repository of structured organic reaction records. describe an organic reaction: reactants, conditions, products, and yield Reaction SMILES: [N:1]([CH:4]([C:17]1[CH:22]=[CH:21][C:20]([Cl:23])=[C:19]([Cl:24])[CH:18]=1)[C@H:5]([OH:16])[CH2:6][CH2:7][O:8][Si:9]([C:12]([CH3:15])([CH3:14])[CH3:13])([CH3:11])[CH3:10])=[N+]=[N-].C1(P(C2C=CC=CC=2)C2C=CC=CC=2)C=CC=CC=1.C(Cl)Cl.CO>O1CCCC1.O>[NH2:1][CH:4]([C:17]1[CH:22]=[CH:21][C:20]([Cl:23])=[C:19]([Cl:24])[CH:18]=1)[C@H:5]([OH:16])[CH2:6][CH2:7][O:8][Si:9]([C:12]([CH3:15])([CH3:14])[CH3:13])([CH3:10])[CH3:11]. Solvent: O1CCCC1 (tetrahydrofuran), O (water). Procedure: 10.00 g (25.6 mmole) of 1-azido-4-t-butyldimethylsilyloxy-(2R)-(3,4-dichlorophenyl)-2-butanol [prepared as described in step (d) above] were dissolved in 100 ml of tetrahydrofuran and 0.6 ml of water, and 7.39 g (28.2 mmole) of triphenylphosphine were added to the resulting solution. The mixture was then stirred under a nitrogen atmosphere at 80° C. for 4 hours. At the end of this time, the solvent was removed by distillation under reduced pressure, hexane was added to the resulting residue and ... Product: NC([C@@H](CCO[Si](C)(C)C(C)(C)C)O)C1=CC(=C(C=C1)Cl)Cl (1-Amino-4-t-butyldimethylsilyloxy-(2R)-(3,4-dichlorophenyl)-2-butanol). Reactants: C(Cl)Cl (methylene chloride), CO (methanol), N(=[N+]=[N-])C([C@@H](CCO[Si](C)(C)C(C)(C)C)O)C1=CC(=C(C=C1)Cl)Cl (1-azido-4-t-butyldimethylsilyloxy-(2R)-(3,4-dichlorophenyl)-2-butanol), C1(=CC=CC=C1)P(C1=CC=CC=C1)C1=CC=CC=C1 (triphenylphosphine). Yield: 41.1%. Run at temperature 80 celsius, time 4 hour. Starting materials: O=C(NCCC1CC1)c1ccc(N2CCNCC2)nn1, COc1ccc(F)cc1C(=O)O. The product is COc1ccc(F)cc1C(=O)N1CCN(c2ccc(C(=O)NCCC3CC3)nn2)CC1. As a reaction SMILES: [CH:13]1([CH2:16][CH2:17][NH:18][C:19](=[O:20])[c:21]2[n:22][n:23][c:24]([N:27]3[CH2:28][CH2:29][NH:30][CH2:31][CH2:32]3)[cH:25][cH:26]2)[CH2:14][CH2:15]1.[F:1][c:2]1[cH:3][cH:4][c:5]([O:11][CH3:12])[c:6]([C:7](=[O:8])[OH:9])[cH:10]1>>[F:1][c:2]1[cH:3][cH:4][c:5]([O:11][CH3:12])[c:6]([C:7](=[O:9])[N:30]2[CH2:29][CH2:28][N:27]([c:24]3[n:23][n:22][c:21]([C:19]([NH:18][CH2:17][CH2:16][CH:13]4[CH2:14][CH2:15]4)=[O:20])[cH:26][cH:25]3)[CH2:32][CH2:31]2)[cH:10]1.